describe an organic reaction: reactants, conditions, products, and yield From a dataset of the Open Reaction Database (ORD), a public repository of structured organic reaction records. The reactants are C(C=1C(C(=O)Cl)=CC=CC1)(=O)Cl (phthalic acid dichloride), C1=CC=CC=C1 (benzene), [Al+3].[Cl-].[Cl-].[Cl-] (AlCl3), saturated aqueous solution, C(C(=O)O)(=O)O (oxalic acid). Solvent: [N+](=O)([O-])C1=CC=CC=C1 (nitrobenzene), CCO (EtOH), [N+](=O)([O-])C1=CC=CC=C1 (nitrobenzene), [N+](=O)([O-])C1=CC=CC=C1 (nitrobenzene). Run at temperature 100 celsius, time 30 minute. Product: C1=CC=CC=2C(C3=CC=CC=C3C(C12)=O)=O (9,10-anthraquinone). Isolated yield 85.0%. As a reaction SMILES: [CH:1]1[CH:6]=[CH:5][CH:4]=[CH:3][CH:2]=1.[Al+3].[Cl-].[Cl-].[Cl-].[C:11](Cl)(=[O:21])[C:12]1[C:13](=[CH:17][CH:18]=[CH:19][CH:20]=1)[C:14](Cl)=[O:15].C(O)(=O)C(O)=O>[N+](C1C=CC=CC=1)([O-])=O.CCO>[CH:1]1[C:6]2[C:14](=[O:15])[C:13]3[C:12](=[CH:20][CH:19]=[CH:18][CH:17]=3)[C:11](=[O:21])[C:5]=2[CH:4]=[CH:3][CH:2]=1 |f:1.2.3.4|. Procedure: 7.2 g (0.2 mols) of benzene were added at ambient temperature and in a gentle stream of dry nitrogen to 26.6 g (0.2 mols) of anhydrous AlCl3 in 300 ml nitrobenzene. The mixture was heated to 100° C.; after agitation for 15 minutes at this temperature, 20.2 g (0.1 mols) of phthalic acid dichloride dissolved in 100 ml nitrobenzene were added during about 20 minutes. The volume of the solution was made up to 500 ml with nitrobenzene and the temperature was kept at 100° C. with agitation for 30 minu... Starting materials: ClC1=C(C=C(C=C1)CC(=O)O)O ((4-Chloro-3-hydroxyphenyl)acetic acid), S(=O)(=O)(OC)OC (dimethyl sulfate), C([O-])([O-])=O.[K+].[K+] (potassium carbonate), CC(=O)C (acetone). The solvent is O (water). Yields the product COC(CC1=CC(=C(C=C1)Cl)OC)=O (methyl(4-chloro-3-methoxyphenyl)acetate). RXN SMILES: [Cl:1][C:2]1[CH:7]=[CH:6][C:5]([CH2:8]C(O)=O)=[CH:4][C:3]=1[OH:12].S([O:18][CH3:19])(OC)(=O)=O.[C:20](=[O:23])([O-])[O-].[K+].[K+].[CH3:26]C(C)=O>O>[CH3:20][O:23][C:19](=[O:18])[CH2:8][C:5]1[CH:6]=[CH:7][C:2]([Cl:1])=[C:3]([O:12][CH3:26])[CH:4]=1 |f:2.3.4|. Reported procedure: The product of example 1 step (iii) (1 g), dimethyl sulfate (1 ml), potassium carbonate (1.48 g) and acetone (20 ml) were charged to a flask and heated at reflux for 16 h. The reaction was diluted with water, extracted with EtOAc, dried (MgSO4) and evaporated under reduced pressure to give the subtitle compound (1.5 g). Reactants: CC(=O)O, Cl, CCOC(=O)c1cc(CN2C(=O)c3ccccc3C2=O)n(C)n1, O. The product is Cn1nc(C(=O)O)cc1CN1C(=O)c2ccccc2C1=O. RXN SMILES: [CH3:26][C:27](=[O:28])[OH:29].[ClH:25].[O:1]=[C:2]1[N:3]([CH2:12][c:13]2[cH:14][c:15]([C:19](=[O:20])[O:21][CH2:22][CH3:23])[n:16][n:17]2[CH3:18])[C:4](=[O:11])[c:5]2[cH:6][cH:7][cH:8][cH:9][c:10]21.[OH2:24]>>[O:1]=[C:2]1[N:3]([CH2:12][c:13]2[cH:14][c:15]([C:19](=[O:20])[OH:21])[n:16][n:17]2[CH3:18])[C:4](=[O:11])[c:5]2[cH:6][cH:7][cH:8][cH:9][c:10]21. The reactants are C, C1CCOC1, CO, [H][H], NCCNc1ncc(C(N)=O)c(Nc2cccc(OCc3ccccc3)c2)n1, CN(C)C=O, [Pd]. The product is NCCNc1ncc(C(N)=O)c(Nc2cccc(O)c2)n1. Reaction SMILES: [C:38].[CH2:29]1[O:30][CH2:31][CH2:32][CH2:33]1.[CH3:34][OH:35].[H:36][H:37].[NH2:1][CH2:2][CH2:3][NH:4][c:5]1[n:6][cH:7][c:8]([C:26](=[O:27])[NH2:28])[c:9]([NH:11][c:12]2[cH:13][c:14]([O:18][CH2:19][c:20]3[cH:21][cH:22][cH:23][cH:24][cH:25]3)[cH:15][cH:16][cH:17]2)[n:10]1.[O:40]=[CH:41][N:42]([CH3:43])[CH3:44].[Pd:39]>>[NH2:1][CH2:2][CH2:3][NH:4][c:5]1[n:6][cH:7][c:8]([C:26](=[O:27])[NH2:28])[c:9]([NH:11][c:12]2[cH:13][c:14]([OH:18])[cH:15][cH:16][cH:17]2)[n:10]1.